Dataset: the Open Reaction Database (ORD), a public repository of structured organic reaction records. Task: describe an organic reaction: reactants, conditions, products, and yield The reactants are [H-], CC1(C)CCC(C)(C)c2cc(Nc3ccc(C#N)cc3[N+](=O)[O-])ccc21, [Na+], CN(C)C=O, O. The product is CN(c1ccc2c(c1)C(C)(C)CCC2(C)C)c1ccc(C#N)cc1[N+](=O)[O-]. Reaction SMILES: [H-:2].[N+:3](=[O:4])([O-:5])[c:6]1[cH:7][c:8]([C:9]#[N:10])[cH:11][cH:12][c:13]1[NH:14][c:15]1[cH:16][c:17]2[c:22]([cH:23][cH:24]1)[C:21]([CH3:25])([CH3:26])[CH2:20][CH2:19][C:18]2([CH3:27])[CH3:28].[Na+:1].[O:29]=[CH:30][N:31]([CH3:32])[CH3:33].[OH2:34]>>[N+:3](=[O:4])([O-:5])[c:6]1[cH:7][c:8]([C:9]#[N:10])[cH:11][cH:12][c:13]1[N:14]([c:15]1[cH:16][c:17]2[c:22]([cH:23][cH:24]1)[C:21]([CH3:25])([CH3:26])[CH2:20][CH2:19][C:18]2([CH3:27])[CH3:28])[CH3:30]. Starting materials: ClC1=CC=C(C=C1)C(C(C(=O)OCC)=NO)=O (Ethyl 3-(4-chlorophenyl)-2-hydroxyimino-3-oxopropionate), NCC1=CC=CC2=CC=CC=C12 (1-aminomethylnaphthalene). Reported procedure: Ethyl 3-(4-chlorophenyl)-2-hydroxyimino-3-oxopropionate (10.0 g) and 1-aminomethylnaphthalene (7.0 g) were reacted and treated in the same manner as in Starting Material Synthetic Example 1 to give ethyl 5-(4-chlorophenyl)-2-(1-naphthyl)imidazole-4-carboxylate (6.6 g). 6.0 g therefrom was dissolved in ethyl alcohol (120 ml), and 1 M sodium hydroxide solution (45 ml) was added. The reaction mixture was reacted and treated in the same manner as in Starting Material Synthetic Example 2 to give 5-(4... Isolated yield 44.8%. The product is ClC1=CC=C(C=C1)C1=C(N=C(N1)C1=CC=CC2=CC=CC=C12)C(=O)OCC (ethyl 5-(4-chlorophenyl)-2-(1-naphthyl)imidazole-4-carboxylate). As a reaction SMILES: [Cl:1][C:2]1[CH:7]=[CH:6][C:5]([C:8](=O)[C:9](=[N:15]O)[C:10]([O:12][CH2:13][CH3:14])=[O:11])=[CH:4][CH:3]=1.[NH2:18][CH2:19][C:20]1[C:29]2[C:24](=[CH:25][CH:26]=[CH:27][CH:28]=2)[CH:23]=[CH:22][CH:21]=1>>[Cl:1][C:2]1[CH:7]=[CH:6][C:5]([C:8]2[NH:18][C:19]([C:20]3[C:29]4[C:24](=[CH:25][CH:26]=[CH:27][CH:28]=4)[CH:23]=[CH:22][CH:21]=3)=[N:15][C:9]=2[C:10]([O:12][CH2:13][CH3:14])=[O:11])=[CH:4][CH:3]=1. Starting materials: C1CCOC1, CC1(C)C=C(C(F)(F)F)c2cc(Cl)c(OCCCO)cc2O1, CCOC(=O)N=NC(=O)OCC, CCC(C)(Oc1ccc(O)cc1)C(=O)OC, c1ccc(P(c2ccccc2)c2ccccc2)cc1. The product is CCC(C)(Oc1ccc(OCCCOc2cc3c(cc2Cl)C(C(F)(F)F)=CC(C)(C)O3)cc1)C(=O)OC. RXN SMILES: [CH2:70]1[O:71][CH2:72][CH2:73][CH2:74]1.[Cl:1][c:2]1[cH:3][c:4]2[c:9]([cH:10][c:11]1[O:12][CH2:13][CH2:14][CH2:15][OH:16])[O:8][C:7]([CH3:17])([CH3:18])[CH:6]=[C:5]2[C:19]([F:20])([F:21])[F:22].[O:58]=[C:59]([O:60][CH2:61][CH3:62])[N:63]=[N:64][C:65]([O:66][CH2:67][CH3:68])=[O:69].[OH:23][c:24]1[cH:25][cH:26][c:27]([O:28][C:29]([C:30](=[O:31])[O:32][CH3:33])([CH2:34][CH3:35])[CH3:36])[cH:37][cH:38]1.[c:39]1([P:40]([c:41]2[cH:42][cH:43][cH:44][cH:45][cH:46]2)[c:47]2[cH:48][cH:49][cH:50][cH:51][cH:52]2)[cH:53][cH:54][cH:55][cH:56][cH:57]1>>[Cl:1][c:2]1[cH:3][c:4]2[c:9]([cH:10][c:11]1[O:12][CH2:13][CH2:14][CH2:15][O:16][c:24]1[cH:25][cH:26][c:27]([O:28][C:29]([C:30](=[O:31])[O:32][CH3:33])([CH2:34][CH3:35])[CH3:36])[cH:37][cH:38]1)[O:8][C:7]([CH3:17])([CH3:18])[CH:6]=[C:5]2[C:19]([F:20])([F:21])[F:22]. Solvent: O1CCCC1 (tetrahydrofuran), O1CCCC1 (tetrahydrofuran), O (water), O1CCCC1 (tetrahydrofuran). Conditions: temperature -78 celsius, time 40 minute. Yield: 85.2%. Reactants: BrC1=CC=C(C=C1)I (p-bromoiodobenzene), C(C)(=O)OCC (ethyl acetate), C(C)(C)(C)OC(=O)N1[C@H](C=O)C[C@H](C1)O[Si](C)(C)C(C)(C)C ((2S,4R)-N-t-butoxycarbonyl-4-(t-butyldimethylsiloxy)prolinal), [Cl-].[NH4+] (ammonium chloride). Reported procedure: A solution of p-bromoiodobenzene (9.44 g, 33.4 mmol) in tetrahydrofuran (10 ml) was added dropwise to a solution of 1.6M butyl lithium-hexane solution (19.0 ml, 30.3 mmol) in tetrahydrofuran (50 ml) at -78° C. in a nitrogen stream over 15 minutes. The resulting reaction solution was stirred at -78° C. for 40 minutes and then a solution of (2S,4R)-N-t-butoxycarbonyl-4-(t-butyldimethylsiloxy)prolinal (5.0 g, 15.2 mmol) in tetrahydrofuran (17 ml) was added dropwise thereto over 10 minutes. The reac... Yields the product C(C)(C)(C)OC(=O)N1[C@@H](C[C@H](C1)O[Si](C)(C)C(C)(C)C)C(O)C1=CC=C(C=C1)Br ((2S,4R)-N-t-butoxycarbonyl-4-t-butyldimethylsiloxy-2-[(4-bromophenyl)hydroxymethyl]pyrrolidine). Reaction SMILES: [Br:1][C:2]1[CH:7]=[CH:6][C:5](I)=[CH:4][CH:3]=1.[C:9]([O:13][C:14]([N:16]1[CH2:22][C@H:21]([O:23][Si:24]([C:27]([CH3:30])([CH3:29])[CH3:28])([CH3:26])[CH3:25])[CH2:20][C@H:17]1[CH:18]=[O:19])=[O:15])([CH3:12])([CH3:11])[CH3:10].[Cl-].[NH4+].C(OCC)(=O)C>O1CCCC1.O>[C:9]([O:13][C:14]([N:16]1[CH2:22][C@H:21]([O:23][Si:24]([C:27]([CH3:30])([CH3:29])[CH3:28])([CH3:26])[CH3:25])[CH2:20][C@H:17]1[CH:18]([C:5]1[CH:6]=[CH:7][C:2]([Br:1])=[CH:3][CH:4]=1)[OH:19])=[O:15])([CH3:12])([CH3:11])[CH3:10] |f:2.3|. Starting materials: C(C)(=O)[O-].[Na+] (Sodium acetate), [Br-] (bromide), ClC=1C(=CC(=C(C#N)C1)C)[N+](=O)[O-] (5-chloro-4-nitro-2-methylbenzonitrile), dibromide. Solvent: CN(C)C=O (DMF), O (H2O). Run at temperature 0 celsius, time 30 minute. Yields the product C(C)(=O)OCC1=C(C#N)C=C(C(=C1)[N+](=O)[O-])Cl (2-Acetoxymethyl-5-chloro-4-nitrobenzonitrile). The yield is 47.0%. RXN SMILES: [Br-].[C:2]([O-:5])(=[O:4])[CH3:3].[Na+].[Cl:7][C:8]1[C:9]([N+:17]([O-:19])=[O:18])=[CH:10][C:11]([CH3:16])=[C:12]([CH:15]=1)[C:13]#[N:14]>CN(C=O)C.O>[C:2]([O:5][CH2:16][C:11]1[CH:10]=[C:9]([N+:17]([O-:19])=[O:18])[C:8]([Cl:7])=[CH:15][C:12]=1[C:13]#[N:14])(=[O:4])[CH3:3] |f:1.2|. Procedure: The above partially purified bromide was dissolved in DMF (300 mL) and cooled to 0° C. Sodium acetate (18.0 g, 0.22 mol) was added. The mixture was stirred at 60° C. for 30 min. After cooling, the mixture was diluted with H2O and extracted with EtOAc. The EtOAc extract was washed with H2O (2×), dried over anhydrous MgSO4 and concentrated in vacuo. Chromatography over silica gel and elution with hexanes:EtOAc (9:1) yielded a front fraction containing 5-chloro-4-nitro-2-methylbenzonitrile and dibr... The product is CC(C)(C)OC(=O)c1ccc(CCCCN)cc1. Reactants: CCO, NN, CC(C)(C)OC(=O)c1ccc(CCCCN2C(=O)c3ccccc3C2=O)cc1. RXN SMILES: [CH3:31][CH2:32][OH:33].[NH2:29][NH2:30].[O:1]=[C:2]1[N:3]([CH2:12][CH2:13][CH2:14][CH2:15][c:16]2[cH:17][cH:18][c:19]([C:20](=[O:21])[O:22][C:23]([CH3:24])([CH3:25])[CH3:26])[cH:27][cH:28]2)[C:10](=[O:11])[c:5]2[c:4]1[cH:9][cH:8][cH:7][cH:6]2>>[NH2:3][CH2:12][CH2:13][CH2:14][CH2:15][c:16]1[cH:17][cH:18][c:19]([C:20](=[O:21])[O:22][C:23]([CH3:24])([CH3:25])[CH3:26])[cH:27][cH:28]1. The reactants are OC1=NC=NC=2N1N=CC2C2=CC(=CC=C2)OC (4-hydroxy-8-(3-methoxyphenyl)pyrazolo[1,5-a]-1,3,5-triazine), [Cl-].[Al+3].[Cl-].[Cl-] (aluminum chloride), [N+](=O)([O-])C1=CC=CC=C1 (nitrobenzene), C(C)(=O)Cl (acetyl chloride), ice water. Run at time 5 hour. The product is C(C)(=O)OC=1C=C(C=CC1)C=1C=NN2C1N=CN=C2O (8-(3-Acetoxyphenyl)-4-hydroxypyrazolo[1,5-a]-1,3,5-triazine). As a reaction SMILES: [OH:1][C:2]1[N:7]2[N:8]=[CH:9][C:10]([C:11]3[CH:16]=[CH:15][CH:14]=[C:13](OC)[CH:12]=3)=[C:6]2[N:5]=[CH:4][N:3]=1.[Cl-].[Al+3].[Cl-].[Cl-].[N+](C1C=CC=CC=1)([O-])=[O:24].[C:32](Cl)(=[O:34])[CH3:33]>>[C:32]([O:34][C:13]1[CH:12]=[C:11]([C:10]2[CH:9]=[N:8][N:7]3[C:2]([OH:1])=[N:3][CH:4]=[N:5][C:6]=23)[CH:16]=[CH:15][CH:14]=1)(=[O:24])[CH3:33] |f:1.2.3.4|. Procedure details: A mixture of 4-hydroxy-8-(3-methoxyphenyl)pyrazolo[1,5-a]-1,3,5-triazine (242 mg), aluminum chloride (799 mg) and nitrobenzene (3 ml) is stirred at 80°-90° C. for 5 hours. To the reaction mixture is added acetyl chloride (0.12 ml). After reacting for 45 minutes, the reaction mixture is cooled and poured into ice water. The resulting precipitate is separated by filtration, washed with water and dried to give the title compound (8 mg). The yield is 79.7%. Starting materials: ClC1=CC=C2C(N(C(C2=C1)(C)C)C1=CN=CC=2C(CCCC12)=O)=O (4-(6-chloro-1,1-dimethyl-3-oxo-1,3-dihydro-isoindol-2-yl)-6,7-dihydro-5H-isoquinolin-8-one), [BH3-]C#N.[Na+] (NaBH3CN), CC(=O)[O-].[NH4+] (CH3COONH4). Solvent: C(C)(C)O (isopropanol). As a reaction SMILES: [Cl:1][C:2]1[CH:10]=[C:9]2[C:5]([C:6](=[O:24])[N:7]([C:13]3[C:22]4[CH2:21][CH2:20][CH2:19][C:18](=O)[C:17]=4[CH:16]=[N:15][CH:14]=3)[C:8]2([CH3:12])[CH3:11])=[CH:4][CH:3]=1.[BH3-]C#[N:27].[Na+].CC([O-])=O.[NH4+]>C(O)(C)C>[NH2:27][CH:18]1[C:17]2[CH:16]=[N:15][CH:14]=[C:13]([N:7]3[C:8]([CH3:12])([CH3:11])[C:9]4[C:5](=[CH:4][CH:3]=[C:2]([Cl:1])[CH:10]=4)[C:6]3=[O:24])[C:22]=2[CH2:21][CH2:20][CH2:19]1 |f:1.2,3.4|. Yields the product NC1CCCC=2C(=CN=CC12)N1C(C2=CC=C(C=C2C1(C)C)Cl)=O (2-(8-Amino-5,6,7,8-tetrahydro-isoquinolin-4-yl)-5-chloro-3,3-dimethyl-2,3-dihydro-isoindol-1-one). Procedure: A mixture of 4-(6-chloro-1,1-dimethyl-3-oxo-1,3-dihydro-isoindol-2-yl)-6,7-dihydro-5H-isoquinolin-8-one (408 mg, 1.2 mmol), NaBH3CN (75 mg, 1.2 mmol) and CH3COONH4 (1.0 g, 12 mmol) in isopropanol (10 mL) was heated to reflux for 3 hours. After cooling to room temperature, it was concentrated to afford a yellowish oil which was extracted between water with EtOAc (2×100 mL). The combined organic layers were washed with brine, dried over anhy. Na2SO4, filtered and concentrated in vacuo to afford th... Reactants: C1OC=2C=C(C=CC2O1)CCN (3,4-methylenedioxyphenylethylamine), C1OC=2C=C(C=CC2O1)N=C=O (3,4-methylenedioxy-phenyl isocyanate). The solvent is C1=CC=CC=C1 (benzene). The product is C1OC=2C=C(C=CC2O1)NC(=O)NCCC1=CC2=C(C=C1)OCO2 (1-(3,4-methylenedioxyphenyl)-3-(3,4-methylenedioxyphenethyl)urea). Reaction SMILES: [CH2:1]1[O:9][C:8]2[CH:7]=[CH:6][C:5]([CH2:10][CH2:11][NH2:12])=[CH:4][C:3]=2[O:2]1.[CH2:13]1[O:21][C:20]2[CH:19]=[CH:18][C:17]([N:22]=[C:23]=[O:24])=[CH:16][C:15]=2[O:14]1>C1C=CC=CC=1>[CH2:13]1[O:21][C:20]2[CH:19]=[CH:18][C:17]([NH:22][C:23]([NH:12][CH2:11][CH2:10][C:5]3[CH:6]=[CH:7][C:8]4[O:9][CH2:1][O:2][C:3]=4[CH:4]=3)=[O:24])=[CH:16][C:15]=2[O:14]1. Procedure details: A solution of 3,4-methylenedioxyphenylethylamine (0.25 g, 1.5 mmol) and 3,4-methylenedioxy-phenyl isocyanate (0.25 g, 1.5 mmol) in benzene (25 ml) was refluxed for 1 hour. The precipitate formed was filtered, washed with benzene then dried to give pure DC-0078B (0.43 g, 85%) as a pale brown solid.